Dataset: the Open Reaction Database (ORD), a public repository of structured organic reaction records. Task: describe an organic reaction: reactants, conditions, products, and yield Starting materials: COC(C(N1C(CN=C(C2=C1C=CC(=C2)Br)C2=NC=CC=C2)=O)CCC)=O (7-bromo-2,3-dihydro-α-propyl-5-(2-pyridyl)-2-oxo-1H-1,4-benzodiazepin-1-acetic acid methyl ester), P12(=S)SP3(=S)SP(=S)(S1)SP(=S)(S2)S3 (phosphorus pentasulfide), N1=CC=CC=C1 (pyridine). The solvent is C(Cl)Cl.O (methylene chloride water). Yields the product COC(C(N1C(CN=C(C2=C1C=CC(=C2)Br)C2=NC=CC=C2)=S)CCC)=O (7-bromo-2,3-dihydro-α-propyl-5-(2-pyridyl)-2-thioxo-1H-1,4-benzodiazepin-1-acetic acid methyl ester). Reaction SMILES: [CH3:1][O:2][C:3](=[O:27])[CH:4]([CH2:24][CH2:25][CH3:26])[N:5]1[C:11]2[CH:12]=[CH:13][C:14]([Br:16])=[CH:15][C:10]=2[C:9]([C:17]2[CH:22]=[CH:21][CH:20]=[CH:19][N:18]=2)=[N:8][CH2:7][C:6]1=O.P12(SP3(SP(SP(S3)(S1)=S)(=S)S2)=S)=[S:29].N1C=CC=CC=1>C(Cl)Cl.O>[CH3:1][O:2][C:3](=[O:27])[CH:4]([CH2:24][CH2:25][CH3:26])[N:5]1[C:11]2[CH:12]=[CH:13][C:14]([Br:16])=[CH:15][C:10]=2[C:9]([C:17]2[CH:22]=[CH:21][CH:20]=[CH:19][N:18]=2)=[N:8][CH2:7][C:6]1=[S:29] |f:3.4|. Procedure: A mixture of 0.01 mole of 7-bromo-2,3-dihydro-α-propyl-5-(2-pyridyl)-2-oxo-1H-1,4-benzodiazepin-1-acetic acid methyl ester, 0.0105 mole of phosphorus pentasulfide and 100 ml. of pyridine is heated under reflux for about 24 hours. The mixture is evaporated and the residue thus obtained is dissolved in methylene chloride-water. The organic layer is separated, washed with saturated sodium bicarbonate solution, dried over anhydrous magnesium sulfate and evaporated to remove the solvent. The residue ... The reactants are Cc1cc(I)ccc1Nc1cc(F)ccc1C(=O)NOCCCO[Si](C)(C)C(C)(C)C, CO, O, O=S(=O)(O)O. Yields the product Cc1cc(I)ccc1Nc1cc(F)ccc1C(=O)NOCCCO. Reaction SMILES: [C:1]([Si:2]([CH3:3])([CH3:4])[O:6][CH2:7][CH2:8][CH2:9][O:10][NH:11][C:12]([c:13]1[c:14]([NH:20][c:21]2[c:22]([CH3:28])[cH:23][c:24]([I:27])[cH:25][cH:26]2)[cH:15][c:16]([F:19])[cH:17][cH:18]1)=[O:29])([CH3:5])([CH3:30])[CH3:31].[CH3:38][OH:39].[OH2:37].[S:32](=[O:33])(=[O:34])([OH:35])[OH:36]>>[OH:6][CH2:7][CH2:8][CH2:9][O:10][NH:11][C:12]([c:13]1[c:14]([NH:20][c:21]2[c:22]([CH3:28])[cH:23][c:24]([I:27])[cH:25][cH:26]2)[cH:15][c:16]([F:19])[cH:17][cH:18]1)=[O:29]. Product: CCOC(=O)CN1C(=O)c2ccc(OC3CCCCC3)cc2C1=O. RXN SMILES: [CH2:1]([CH3:2])[O:3][C:4]([CH2:5][N:6]1[C:7](=[O:17])[c:8]2[cH:9][cH:10][c:11]([OH:16])[cH:12][c:13]2[C:14]1=[O:15])=[O:18].[O:45]1[CH2:46][CH2:47][CH2:48][CH2:49]1.[OH:19][CH:20]1[CH2:21][CH2:22][CH2:23][CH2:24][CH2:25]1.[c:26]1([P:27]([c:28]2[cH:29][cH:30][cH:31][cH:32][cH:33]2)[c:34]2[cH:35][cH:36][cH:37][cH:38][cH:39]2)[cH:40][cH:41][cH:42][cH:43][cH:44]1>>[CH2:1]([CH3:2])[O:3][C:4]([CH2:5][N:6]1[C:7](=[O:17])[c:8]2[cH:9][cH:10][c:11]([O:16][CH:20]3[CH2:21][CH2:22][CH2:23][CH2:24][CH2:25]3)[cH:12][c:13]2[C:14]1=[O:15])=[O:18]. Starting materials: CCOC(=O)CN1C(=O)c2ccc(O)cc2C1=O, C1CCOC1, OC1CCCCC1, c1ccc(P(c2ccccc2)c2ccccc2)cc1. Starting materials: CC(C)(C)OC(=O)N1CCC(C(=O)NCC(C)(C)c2cc(-c3ccc(Cl)c(O)c3)c(-c3ccncc3)o2)CC1, ClCCl, O=C(O)C(F)(F)F. Product: CC(C)(CNC(=O)C1CCNCC1)c1cc(-c2ccc(Cl)c(O)c2)c(-c2ccncc2)o1. As a reaction SMILES: [C:1]([O:2][C:3](=[O:4])[N:8]1[CH2:9][CH2:10][CH:11]([C:14]([NH:15][CH2:16][C:17]([CH3:18])([CH3:19])[c:20]2[o:21][c:22](-[c:33]3[cH:34][cH:35][n:36][cH:37][cH:38]3)[c:23](-[c:25]3[cH:26][c:27]([OH:32])[c:28]([Cl:31])[cH:29][cH:30]3)[cH:24]2)=[O:39])[CH2:12][CH2:13]1)([CH3:5])([CH3:6])[CH3:7].[Cl:47][CH2:48][Cl:49].[OH:40][C:41]([C:42]([F:43])([F:44])[F:45])=[O:46]>>[NH:8]1[CH2:9][CH2:10][CH:11]([C:14]([NH:15][CH2:16][C:17]([CH3:18])([CH3:19])[c:20]2[o:21][c:22](-[c:33]3[cH:34][cH:35][n:36][cH:37][cH:38]3)[c:23](-[c:25]3[cH:26][c:27]([OH:32])[c:28]([Cl:31])[cH:29][cH:30]3)[cH:24]2)=[O:39])[CH2:12][CH2:13]1. Starting materials: [N+](=O)([O-])C1=C(C#N)C(=CC=C1)OCCOC1=CC=CC=C1 (2-nitro-6-(2-phenoxyethoxy)benzonitrile), O.NN (hydrazine hydrate). Reagents/catalysts: [Ni] (Raney nickel), [Ni] (Raney nickel). Run in C(C)O (ethanol). Product: NC1=C(C(=O)N)C(=CC=C1)OCCOC1=CC=CC=C1 (2-amino-6-(2-phenoxyethoxy)benzamide). The yield is 50.2%. As a reaction SMILES: [N+:1]([C:4]1[CH:11]=[CH:10][CH:9]=[C:8]([O:12][CH2:13][CH2:14][O:15][C:16]2[CH:21]=[CH:20][CH:19]=[CH:18][CH:17]=2)[C:5]=1[C:6]#[N:7])([O-])=O.[OH2:22].NN>C(O)C.[Ni]>[NH2:1][C:4]1[CH:11]=[CH:10][CH:9]=[C:8]([O:12][CH2:13][CH2:14][O:15][C:16]2[CH:21]=[CH:20][CH:19]=[CH:18][CH:17]=2)[C:5]=1[C:6]([NH2:7])=[O:22] |f:1.2|. Reported procedure: The crystallized 2-nitro-6-(2-phenoxyethoxy)benzonitrile (5.82 g, 0.0205 mole) is stirred in 116 ml absolute ethanol at 50°C. and 3.62 ml (0.0615 mole) 85 percent hydrazine hydrate is added, followed by small scoops of Raney nickel. The temperature is kept at 50°-60°C. while the Raney nickel is added, and after gas evolution and the exotherm ceases, the mixture is filtered through diatomaceous earth. The filter cake is washed with hot ethanol and the filtrate is concentrated, giving 2.804 g of 2... Reactants: O (H2O), CC1=CC=C2C(=CNC2=C1)C=O (6-methyl-1H-indole-3-carboxaldehyde), CI (CH3I), [H-].[Na+] (NaH). Run in CN(C)C=O (DMF). Conditions: temperature 0 celsius, time 3 hour. Yields the product CN1C=C(C2=CC=C(C=C12)C)C=O (1,6-dimethyl-1H-indole-3-carboxaldehyde). The yield is 97.0%. As a reaction SMILES: [CH3:1][C:2]1[CH:10]=[C:9]2[C:5]([C:6]([CH:11]=[O:12])=[CH:7][NH:8]2)=[CH:4][CH:3]=1.[H-].[Na+].[CH3:15]I.O>CN(C=O)C>[CH3:15][N:8]1[C:9]2[C:5](=[CH:4][CH:3]=[C:2]([CH3:1])[CH:10]=2)[C:6]([CH:11]=[O:12])=[CH:7]1 |f:1.2|. Procedure: A solution of the known 6-methyl-1H-indole-3-carboxaldehyde (5 g, 31 mm) in DMF (100 mL) was cooled to 0° C. and treated with NaH (38 mm), and stirred at 0° C. for 3 hours. After treatment with CH3I (2.35 mL, 38 mm), the mixture was allowed to warm to room temperature overnight. The mixture was poured into H2O(500 mL) and extracted with ethylacetate (EtOAc) (200 mL×3). The combined organic layers were dried over MgSO4, filtered and evaporated. Purification by flash column chromatography afforded... Reactants: O=C1N(CC[C@@]12CN(CCC2)C(=O)OCC2=CC=CC=C2)[C@@H]2CC[C@H](CC2)O[Si](CC)(CC)CC (benzyl (5S)-1-oxo-2-{trans-4-[(triethylsilyl)oxy]cyclohexyl}-2,7-diazaspiro[4.5]decane-7-carboxylate), CO (methanol). Reagents/catalysts: [Pd] (Pd/C). Reaction conditions: time 1.5 hour. Yields the product C(C)[Si](O[C@@H]1CC[C@H](CC1)N1C([C@@]2(CC1)CNCCC2)=O)(CC)CC ((5S)-2-{trans-4-[(triethylsilyl)oxy]cyclohexyl}-2,7-diazaspiro[4.5]decan-1-one). RXN SMILES: [O:1]=[C:2]1[C@@:6]2([CH2:11][CH2:10][CH2:9][N:8](C(OCC3C=CC=CC=3)=O)[CH2:7]2)[CH2:5][CH2:4][N:3]1[C@H:22]1[CH2:27][CH2:26][C@H:25]([O:28][Si:29]([CH2:34][CH3:35])([CH2:32][CH3:33])[CH2:30][CH3:31])[CH2:24][CH2:23]1.CO>[Pd]>[CH2:32]([Si:29]([CH2:30][CH3:31])([CH2:34][CH3:35])[O:28][C@H:25]1[CH2:26][CH2:27][C@H:22]([N:3]2[CH2:4][CH2:5][C@:6]3([CH2:11][CH2:10][CH2:9][NH:8][CH2:7]3)[C:2]2=[O:1])[CH2:23][CH2:24]1)[CH3:33]. Procedure: To a solution of benzyl (5S)-1-oxo-2-{trans-4-[(triethylsilyl)oxy]cyclohexyl}-2,7-diazaspiro[4.5]decane-7-carboxylate (2.4 g, 0.0048 mol) in methanol (10 mL, 0.2 mol) was added Pd/C, and the suspension was stirred at rt under a H2 balloon for 1.5 h. The inorganics were filtered and the filtrate was concentrated to afford the desired product. Starting materials: CC1CO1, CCO, [Na+], [Na+], O=C([O-])[O-], O=Cc1nc(-c2ccccc2)c[nH]1. Product: CC(O)Cn1cc(-c2ccccc2)nc1C=O. As a reaction SMILES: [CH2:20]1[CH:21]([CH3:22])[O:23]1.[CH3:24][CH2:25][OH:26].[Na+:14].[Na+:15].[O-:16][C:17](=[O:18])[O-:19].[c:1]1(-[c:7]2[n:8][c:9]([CH:12]=[O:13])[nH:10][cH:11]2)[cH:2][cH:3][cH:4][cH:5][cH:6]1>>[c:1]1(-[c:7]2[n:8][c:9]([CH:12]=[O:13])[n:10]([CH2:20][CH:21]([CH3:22])[OH:23])[cH:11]2)[cH:2][cH:3][cH:4][cH:5][cH:6]1. The reactants are C(C)OC(=O)NC(C(=O)C1=CC=CC=C1)C (2-ethoxycarbonylaminopropiophenone), NN (hydrazine). The solvent is C(CCC)O (n-butanol). Yields the product C(C)OC(=O)NC(C(C1=CC=CC=C1)=NN)C (2-ethoxycarbonylaminopropiophenone hydrazone). Isolated yield 84.6%. Reaction SMILES: [CH2:1]([O:3][C:4]([NH:6][CH:7]([CH3:16])[C:8]([C:10]1[CH:15]=[CH:14][CH:13]=[CH:12][CH:11]=1)=O)=[O:5])[CH3:2].[NH2:17][NH2:18]>C(O)CCC>[CH2:1]([O:3][C:4]([NH:6][CH:7]([CH3:16])[C:8](=[N:17][NH2:18])[C:10]1[CH:15]=[CH:14][CH:13]=[CH:12][CH:11]=1)=[O:5])[CH3:2]. Procedure: A mixture of 2-ethoxycarbonylaminopropiophenone (5 g) and hydrazine (3.5 g) in n-butanol (;b 40 ml) was refluxed for 4 hours. The reaction mixture was evaporated, and the residue was chromatographed on silica gel (400 g) using a mixture of chloroform and methanol (100:1) as an eluent. The first fraction was evaporated to give 2-ethoxycarbonylaminopropiophenone hydrazone (4.5 g). Run in ClCCl (dichloromethane), C(Cl)Cl (methylene chloride). Isolated yield 72.7%. RXN SMILES: [C:1]1([C:7]2[CH:15]=[CH:14][C:10]([C:11]([OH:13])=O)=[CH:9][CH:8]=2)[CH2:6][CH2:5][CH2:4][CH2:3][CH:2]=1.C(Cl)(=O)C(Cl)=O.[CH:22]1[CH:23]=[CH:24][N:25]2[CH2:31][C:30]3[CH:32]=[CH:33][CH:34]=[CH:35][C:29]=3[NH:28][CH2:27][C:26]=12.C(N(CC)C(C)C)(C)C.Cl>C(Cl)Cl.CN(C)C=O>[CH:22]1[CH:23]=[CH:24][N:25]2[CH2:31][C:30]3[CH:32]=[CH:33][CH:34]=[CH:35][C:29]=3[N:28]([C:11]([C:10]3[CH:9]=[CH:8][C:7]([C:1]4[CH2:6][CH2:5][CH2:4][CH2:3][CH:2]=4)=[CH:15][CH:14]=3)=[O:13])[CH2:27][C:26]=12. The reagents and catalysts are CN(C=O)C (N,N-dimethylformamide). The reactants are C(C)(C)N(C(C)C)CC (N,N-diisopropyl ethylamine), C1(=CCCCC1)C1=CC=C(C(=O)O)C=C1 (4-Cyclohex-1-en-1-yl-benzoic acid), C(C(=O)Cl)(=O)Cl (oxalyl chloride), C=1C=CN2C1CNC1=C(C2)C=CC=C1 (10,11-dihydro-5H-pyrrolo[2,1-c][1,4]benzodiazepine), Cl (hydrochloric acid). Product: C=1C=CN2C1CN(C1=C(C2)C=CC=C1)C(=O)C1=CC=C(C=C1)C1=CCCCC1 ((10,11-Dihydro-5H-pyrrolo[2,1-c][1,4]benzodiazepin-10-yl)-(4-cyclohex-1-en-1-yl-phenyl)-methanone). Reported procedure: 4-Cyclohex-1-en-1-yl-benzoic acid of Step C (0.099 g, 0.489 mmol) and oxalyl chloride (0.065 g, 0.513 mmol) were dissolved in anhydrous methylene chloride (5 mL) and N,N-dimethylformamide (0.00114 mL, 0.0147 mmol) added. The resulting mixture was refluxed for 1 hour, then cooled to room temperature and solvent evaporated. The crude acid chloride thus prepared was combined with 10,11-dihydro-5H-pyrrolo[2,1-c][1,4]benzodiazepine (0.090 g, 0.489 mmol) and N,N-diisopropyl ethylamine (0.103 mL, 0.589... Run at time 1.5 hour.